From a dataset of the Open Reaction Database (ORD), a public repository of structured organic reaction records. describe an organic reaction: reactants, conditions, products, and yield Starting materials: [BH4-], CO, [Na+], O=Cc1ccc(-c2cncnc2)cc1. Product: OCc1ccc(-c2cncnc2)cc1. As a reaction SMILES: [BH4-:15].[CH3:17][OH:18].[Na+:16].[n:1]1[cH:2][n:3][cH:4][c:5](-[c:7]2[cH:8][cH:9][c:10]([CH:11]=[O:12])[cH:13][cH:14]2)[cH:6]1>>[n:1]1[cH:2][n:3][cH:4][c:5](-[c:7]2[cH:8][cH:9][c:10]([CH2:11][OH:12])[cH:13][cH:14]2)[cH:6]1.